This data is from the Open Reaction Database (ORD), a public repository of structured organic reaction records. The task is: describe an organic reaction: reactants, conditions, products, and yield The reactants are CCOC(=O)c1cc2c(cc1C)N(CC)C(=O)CC2, CO, [Na+], [OH-]. Yields the product CCN1C(=O)CCc2cc(C(=O)O)c(C)cc21. Reaction SMILES: [CH2:1]([CH3:2])[O:3][C:4](=[O:5])[c:6]1[cH:7][c:8]2[c:13]([cH:14][c:15]1[CH3:16])[N:12]([CH2:17][CH3:18])[C:11](=[O:19])[CH2:10][CH2:9]2.[CH3:22][OH:23].[Na+:21].[OH-:20]>>[O:3]=[C:4]([OH:5])[c:6]1[cH:7][c:8]2[c:13]([cH:14][c:15]1[CH3:16])[N:12]([CH2:17][CH3:18])[C:11](=[O:19])[CH2:10][CH2:9]2. Starting materials: ClC1=NC=C(C(=N1)Cl)F (2,4-dichloro-5-fluoropyrimidine), NC=1C=C(C=CC1)C1=CC=CC=C1 (3-aminobiphenyl). Yields the product C1(=CC=CC=C1)C=1C=C(C=CC1)NC1=NC=CC(=N1)NC1=CC(=CC=C1)C1=CC=CC=C1 (N2,N4-Bis(3-phenylphenyl)-2,4-pyrimidinediamine). As a reaction SMILES: Cl[C:2]1[N:7]=[C:6](Cl)[C:5](F)=[CH:4][N:3]=1.[NH2:10][C:11]1[CH:12]=[C:13]([C:17]2[CH:22]=[CH:21][CH:20]=[CH:19][CH:18]=2)[CH:14]=[CH:15][CH:16]=1>>[C:17]1([C:13]2[CH:12]=[C:11]([NH:10][C:2]3[N:7]=[C:6]([NH:10][C:11]4[CH:16]=[CH:15][CH:14]=[C:13]([C:17]5[CH:18]=[CH:19][CH:20]=[CH:21][CH:22]=5)[CH:12]=4)[CH:5]=[CH:4][N:3]=3)[CH:16]=[CH:15][CH:14]=2)[CH:18]=[CH:19][CH:20]=[CH:21][CH:22]=1. Procedure: In a like manner to the preparation of N2,N4-bis(3-hydroxyphenyl)-5-fluoro-2,4-pyrimidinediamine, 2,4-dichloro-5-fluoropyrimidine and 3-aminobiphenyl were reacted to provide N2,N4-Bis(3-phenylphenyl)-2,4-pyrimidinediamine. LCMS: purity: 98%; MS (m/e): 415(MH+). Reactants: O1CCOC2=C1C=CC(=C2)CN2CCC(CC2)NCCN2C(C=C(C1=CC=C(C=C21)OC)C)=O (1-(2-(1-(2,3-dihydro-1,4-benzodioxin-6-ylmethyl)piperidin-4-ylamino)ethyl)-7-methoxy-4-methylquinolin-2(1H)-one), Cl.C(C)(=O)OCC (hydrogen chloride ethyl acetate). The solvent is C(C)(=O)OCC (ethyl acetate). Conditions: time 10 minute. The product is Cl.O1CCOC2=C1C=CC(=C2)CN2CCC(CC2)NCCN2C(C=C(C1=CC=C(C=C21)OC)C)=O (1-(2-(1-(2,3-dihydro-1,4-benzodioxin-6-ylmethyl)piperidin-4-ylamino)ethyl)-7-methoxy-4-methylquinolin-2(1H)-one hydrochloride). RXN SMILES: [O:1]1[C:6]2[CH:7]=[CH:8][C:9]([CH2:11][N:12]3[CH2:17][CH2:16][CH:15]([NH:18][CH2:19][CH2:20][N:21]4[C:30]5[C:25](=[CH:26][CH:27]=[C:28]([O:31][CH3:32])[CH:29]=5)[C:24]([CH3:33])=[CH:23][C:22]4=[O:34])[CH2:14][CH2:13]3)=[CH:10][C:5]=2[O:4][CH2:3][CH2:2]1.[ClH:35].C(OCC)(=O)C>C(OCC)(=O)C>[ClH:35].[O:1]1[C:6]2[CH:7]=[CH:8][C:9]([CH2:11][N:12]3[CH2:13][CH2:14][CH:15]([NH:18][CH2:19][CH2:20][N:21]4[C:30]5[C:25](=[CH:26][CH:27]=[C:28]([O:31][CH3:32])[CH:29]=5)[C:24]([CH3:33])=[CH:23][C:22]4=[O:34])[CH2:16][CH2:17]3)=[CH:10][C:5]=2[O:4][CH2:3][CH2:2]1 |f:1.2,4.5|. Procedure details: To 5 mL of an ethyl acetate solution containing 139 mg of 1-(2-(1-(2,3-dihydro-1,4-benzodioxin-6-ylmethyl)piperidin-4-ylamino)ethyl)-7-methoxy-4-methylquinolin-2(1H)-one, 0.3 mL of 4.0 mol/L hydrogen chloride/ethyl acetate was added, stirred at the same temperature for 10 min, and the resulting solid was filtered to give 117 mg of 1-(2-(1-(2,3-dihydro-1,4-benzodioxin-6-ylmethyl)piperidin-4-ylamino)ethyl)-7-methoxy-4-methylquinolin-2(1H)-one hydrochloride as a pale yellow solid. Reactants: N(=[N+]=[N-])CC1=CC=CC=C1 ((azidomethyl)benzene), C(CCC#C)(=O)O (pent-4-ynoic acid). The product is N1N=NC(=C1)CCC(=O)O (3-(1H-1,2,3-Triazol-4-yl)propanoic acid). As a reaction SMILES: [N:1](CC1C=CC=CC=1)=[N+:2]=[N-:3].[C:11]([OH:17])(=[O:16])[CH2:12][CH2:13][C:14]#[CH:15]>>[NH:1]1[CH:15]=[C:14]([CH2:13][CH2:12][C:11]([OH:17])=[O:16])[N:3]=[N:2]1. Reported procedure: The title compound was prepared from (azidomethyl)benzene and pent-4-ynoic acid analogously to Example 17, steps 3 and 4; The reactants are C(C)(C)(C)OC(NC1(CCC1)C1=CC=C(C=C1)C1=NC=2N(C=C1C1=CC=CC=C1)N=C(N2)OC2=CC=CC=C2)=O ({1-[4-(2-Phenoxy-6-phenyl-[1,2,4]triazolo[1,5-a]pyrimidin-5-yl)-phenyl]-cyclobutyl}-carbamic Acid Tert-butyl Ester), C(=O)(C(F)(F)F)O (TFA). Solvent: C(Cl)Cl (DCM). Reaction conditions: time 3 hour. The product is O(C1=CC=CC=C1)C1=NN2C(N=C(C(=C2)C2=CC=CC=C2)C2=CC=C(C=C2)C2(CCC2)N)=N1 (1-[4-(2-Phenoxy-6-phenyl-[1,2,4]triazolo[1,5-a]pyrimidin-5-yl)-phenyl]-cyclobutylamine). As a reaction SMILES: C(OC(=O)[NH:7][C:8]1([C:12]2[CH:17]=[CH:16][C:15]([C:18]3[C:23]([C:24]4[CH:29]=[CH:28][CH:27]=[CH:26][CH:25]=4)=[CH:22][N:21]4[N:30]=[C:31]([O:33][C:34]5[CH:39]=[CH:38][CH:37]=[CH:36][CH:35]=5)[N:32]=[C:20]4[N:19]=3)=[CH:14][CH:13]=2)[CH2:11][CH2:10][CH2:9]1)(C)(C)C.C(O)(C(F)(F)F)=O>C(Cl)Cl>[O:33]([C:31]1[N:32]=[C:20]2[N:19]=[C:18]([C:15]3[CH:14]=[CH:13][C:12]([C:8]4([NH2:7])[CH2:9][CH2:10][CH2:11]4)=[CH:17][CH:16]=3)[C:23]([C:24]3[CH:29]=[CH:28][CH:27]=[CH:26][CH:25]=3)=[CH:22][N:21]2[N:30]=1)[C:34]1[CH:39]=[CH:38][CH:37]=[CH:36][CH:35]=1. Procedure: To the solution of 6-8 (24 mg, 0.04 mmol) in 1 mL of DCM was added TFA (1 mL) and the mixture was stirred at room temperature for 3 h. The mixture was concentrated by evaporation and the residue was purified by prep.HPLC to give the product 6-9. Starting materials: C(=O)([O-])[O-].[Na+].[Na+] (Na2CO3), C1(CCCC1)C(=O)Cl (Cyclopentanecarbonyl chloride), FC(C(=O)O)(F)F (trifluoroacetic acid), COC1=C(C2=C(C[C@H]3NCC[C@@]2([C@H]3C)C)C=C1[N+](=O)[O-])[N+](=O)[O-] ((2R,6R,11R)-8-methoxy-6,11-dimethyl-7,9-dinitro-1,2,3,4,5,6-hexahydro-2,6-methano-benzo[d]azocine). The solvent is C(C)N(CC)CC (triethylamine), ClCCl (dichloromethane). Reaction conditions: time 8 hour. The product is C1(CCCC1)C(=O)N1[C@@H]2CC3=C([C@](CC1)([C@H]2C)C)C(=C(C(=C3)[N+](=O)[O-])OC)[N+](=O)[O-] (Cyclopentyl-[(2R,6R,11R)-8-methoxy-6,11-dimethyl-7,9-dinitro-1,2,5,6-tetrahydro-4H -2,6-methano-benzo[d]azocin-3-yl]-methanone). As a reaction SMILES: [CH:1]1([C:6](Cl)=[O:7])[CH2:5][CH2:4][CH2:3][CH2:2]1.FC(F)(F)C(O)=O.[CH3:16][O:17][C:18]1[C:32]([N+:33]([O-:35])=[O:34])=[CH:31][C:21]2[CH2:22][C@@H:23]3[C@H:28]([CH3:29])[C@:27]([CH3:30])([C:20]=2[C:19]=1[N+:36]([O-:38])=[O:37])[CH2:26][CH2:25][NH:24]3.C([O-])([O-])=O.[Na+].[Na+]>ClCCl.C(N(CC)CC)C>[CH:1]1([C:6]([N:24]2[CH2:25][CH2:26][C@:27]3([CH3:30])[C@@H:28]([CH3:29])[C@H:23]2[CH2:22][C:21]2[CH:31]=[C:32]([N+:33]([O-:35])=[O:34])[C:18]([O:17][CH3:16])=[C:19]([N+:36]([O-:38])=[O:37])[C:20]=23)=[O:7])[CH2:5][CH2:4][CH2:3][CH2:2]1 |f:3.4.5|. Procedure details: Cyclopentanecarbonyl chloride (0.12 g) is added to the trifluoroacetic acid salt of (2R,6R,11R)-8-methoxy-6,11-dimethyl-7,9-dinitro-1,2,3,4,5,6-hexahydro-2,6-methano-benzo[d]azocine (0.43 g) and triethylamine (0.31 mL) dissolved in dichloromethane (10 mL). The resulting solution is stirred at room temperature overnight. Then, aqueous Na2CO3 solution is added and the resulting mixture is extracted with dichloromethane. The combined extracts are washed with water and dried (Na2SO4) and the solvent...